Dataset: the Open Reaction Database (ORD), a public repository of structured organic reaction records. Task: describe an organic reaction: reactants, conditions, products, and yield The reactants are NC=1C=CC2=C(C(=NO2)OCC(CO)NC(=O)OC(C)(C)C)C1 (5-amino-3-(2-tert-butoxycarbonylamino-3-hydroxypropoxy)-1,2-benzoisoxazole), C(=O)OC(C)=O (acetic formic anhydride). Solvent: C(Cl)Cl (methylene chloride). The product is C(C)(C)(C)OC(=O)NC(COC1=NOC2=C1C=C(C=C2)NC=O)CO (3-(2-tert-butoxycarbonylamino-3-hydroxypropoxy)-5-formylamino-1,2-benzoisoxazole). RXN SMILES: [NH2:1][C:2]1[CH:3]=[CH:4][C:5]2[O:9][N:8]=[C:7]([O:10][CH2:11][CH:12]([NH:15][C:16]([O:18][C:19]([CH3:22])([CH3:21])[CH3:20])=[O:17])[CH2:13][OH:14])[C:6]=2[CH:23]=1.[CH:24](OC(=O)C)=[O:25]>C(Cl)Cl>[C:19]([O:18][C:16]([NH:15][CH:12]([CH2:13][OH:14])[CH2:11][O:10][C:7]1[C:6]2[CH:23]=[C:2]([NH:1][CH:24]=[O:25])[CH:3]=[CH:4][C:5]=2[O:9][N:8]=1)=[O:17])([CH3:20])([CH3:22])[CH3:21]. Procedure: To a solution of 0.59 g of 5-amino-3-(2-tert-butoxycarbonylamino-3-hydroxypropoxy)-1,2-benzoisoxazole in 12 ml of methylene chloride is added 0.17 g of acetic formic anhydride at 5°-10° C., and they are subjected to reaction at 20°-25° C. for one hour. The solvent is removed from the reaction mixture by distillation under reduced pressure, and the residue obtained is crystallized from n-hexane, after which the crystals are collected by filtration, to obtain 0.52 g of colorless, crystalline 3-(2-... The reactants are N#N (N2), N(=O)[O-].[Na+] (NaNO2), NC1=C(OC(C(C(=O)OCC)OC)C2=CC=CC=C2)C=CC=C1 (ethyl 3-(2-amino-phenoxy)-3-phenyl-2-methoxy-propionate). The solvent is O (water), Cl (HCl), O (water). Run at time 30 minute. Yields the product OC1=C(OC(C(C(=O)OCC)OC)C2=CC=CC=C2)C=CC=C1 (ethyl 3-(2-hydroxy-phenoxy)-3-phenyl-2-methoxy-propionate). Isolated yield 50.4%. Reaction SMILES: N[C:2]1[CH:23]=[CH:22][CH:21]=[CH:20][C:3]=1[O:4][CH:5]([C:14]1[CH:19]=[CH:18][CH:17]=[CH:16][CH:15]=1)[CH:6]([O:12][CH3:13])[C:7]([O:9][CH2:10][CH3:11])=[O:8].N([O-])=[O:25].[Na+].N#N>Cl.O>[OH:25][C:2]1[CH:23]=[CH:22][CH:21]=[CH:20][C:3]=1[O:4][CH:5]([C:14]1[CH:19]=[CH:18][CH:17]=[CH:16][CH:15]=1)[CH:6]([O:12][CH3:13])[C:7]([O:9][CH2:10][CH3:11])=[O:8] |f:1.2|. Procedure details: To a solution of 8 g of ethyl 3-(2-amino-phenoxy)-3-phenyl-2-methoxy-propionate, dissolved in 23% HCl (11.6 ml) at 4°-5° C., water (30 ml) was added and, always under cooling, a solution of NaNO2 (1.73 g) dissolved in water (30 ml) was slowly dropped. The solution was stirred at room temperature for 30 minutes and then heated at 50° C. for 15 minutes; evolution of N2 was noted. After extraction with CH2Cl2 and appropriate washings, the CH2Cl2 was evaporated to dryness so obtaining an oil, which ... Reactants: [BH4-].[Na+] (Sodium borohydride), FC(C(=O)O)(F)F (trifluoroacetic acid), [CH-]1C=CC=C1.[CH-]1C=CC=C1.[Fe+2] (ferrocene), 1-Oxo-4-chlorobutylferrocene, ClCCl (dichloromethane). Conditions: time 8 hour. Yields the product ClCCCC[C-]1C=CC=C1.[CH-]1C=CC=C1.[Fe+2] (4-Chlorobutylferrocene). RXN SMILES: FC(F)(F)C(O)=O.[CH-:8]1[CH:12]=[CH:11][CH:10]=[CH:9]1.[CH-:13]1[CH:17]=[CH:16][CH:15]=[CH:14]1.[Fe+2:18].[BH4-].[Na+].[Cl:21]CCl>>[Cl:21][CH2:13][CH2:14][CH2:15][CH2:16][C-:8]1[CH:12]=[CH:11][CH:10]=[CH:9]1.[CH-:13]1[CH:17]=[CH:16][CH:15]=[CH:14]1.[Fe+2:18] |f:1.2.3,4.5,7.8.9|. Reported procedure: A cold solution of freshly distilled trifluoroacetic acid (5 ml) was added to a solution of the ferrocene derivative, 1-Oxo-4-chlorobutylferrocene I, (5 g, 17.2 mmole) in dry dichloromethane (15 ml) at 0° C. Sodium borohydride (0.78 g) was added to the reaction mixture at 0° C. and the reaction mixture was stirred overnight at this temperature. After completion of the reaction as indicated from TLC, the reaction was quenched by adding water (50 ml) and the mixture was extracted with dichlorometh... Starting materials: CS(=O)(=O)N1CCC(=CC1)C=1C=C2C(=CN1)OC(=C2)C2CCNCC2 (5-(1-methanesulfonyl-1,2,3,6-tetrahydro-pyridin-4-yl)-2-piperidin-4-yl-furo[2,3-c]pyridine), FC(C1(CC1)COS(=O)(=O)C)(F)F (methanesulfonic acid 1-trifluoromethyl-cyclopropylmethyl ester). Product: CS(=O)(=O)N1CCC(=CC1)C=1C=C2C(=CN1)OC(=C2)C2CCN(CC2)CC2(CC2)C(F)(F)F (5-(1-Methanesulfonyl-1,2,3,6-tetrahydro-pyridin-4-yl)-2-[1-(1-trifluoromethyl-cyclopropylmethyl)-piperidin-4-yl]-furo[2,3-c]pyridine). Reaction SMILES: [CH3:1][S:2]([N:5]1[CH2:10][CH:9]=[C:8]([C:11]2[CH:12]=[C:13]3[CH:19]=[C:18]([CH:20]4[CH2:25][CH2:24][NH:23][CH2:22][CH2:21]4)[O:17][C:14]3=[CH:15][N:16]=2)[CH2:7][CH2:6]1)(=[O:4])=[O:3].[F:26][C:27]([F:38])([F:37])[C:28]1([CH2:31]OS(C)(=O)=O)[CH2:30][CH2:29]1>>[CH3:1][S:2]([N:5]1[CH2:6][CH:7]=[C:8]([C:11]2[CH:12]=[C:13]3[CH:19]=[C:18]([CH:20]4[CH2:25][CH2:24][N:23]([CH2:31][C:28]5([C:27]([F:38])([F:37])[F:26])[CH2:30][CH2:29]5)[CH2:22][CH2:21]4)[O:17][C:14]3=[CH:15][N:16]=2)[CH2:9][CH2:10]1)(=[O:3])=[O:4]. Procedure: The title compound is prepared from 5-(1-methanesulfonyl-1,2,3,6-tetrahydro-pyridin-4-yl)-2-piperidin-4-yl-furo[2,3-c]pyridine and methanesulfonic acid 1-trifluoromethyl-cyclopropylmethyl ester following a procedure analogous to that described for Example 17. LC (method 1): tR=0.65 min; Mass spectrum (ESI+): m/z=484 [M+H]+. Starting materials: N1C=CC=2C1=NC=CC2NC2=C(SC=C2)C(=O)O (3-(1H-Pyrrolo[2,3-b]pyridin-4-ylamino)-thiophene-2-carboxylic acid), NC1=C(SC(=C1)C)C(=O)OC (methyl 3-amino-5-methylthiophene-2-carboxylate). Yields the product CC1=CC(=C(S1)C(=O)O)NC1=C2C(=NC=C1)NC=C2 (5-Methyl-3-(1H-pyrrolo[2,3-b]pyridin-4-ylamino)-thiophene-2-carboxylic acid). RXN SMILES: [NH:1]1[C:5]2=[N:6][CH:7]=[CH:8][C:9]([NH:10][C:11]3[CH:15]=[CH:14][S:13][C:12]=3[C:16]([OH:18])=[O:17])=[C:4]2[CH:3]=[CH:2]1.N[C:20]1C=C(C)SC=1C(OC)=O>>[CH3:20][C:14]1[S:13][C:12]([C:16]([OH:18])=[O:17])=[C:11]([NH:10][C:9]2[CH:8]=[CH:7][N:6]=[C:5]3[NH:1][CH:2]=[CH:3][C:4]=23)[CH:15]=1. Procedure details: This compound was prepared in an analogous manner as 3-(1H-Pyrrolo[2,3-b]pyridin-4-ylamino)-thiophene-2-carboxylic acid using methyl 3-amino-5-methylthiophene-2-carboxylate instead of methyl 3-aminothiophene-2-carboxylate. LCMS (ESI) 274 (M+H) 1H NMR (400 MHz, DMSO-d6) δ ppm 11.60 (1H, br. s.) 9.66 (1H, s) 8.06 (1H, d, J=4.49 Hz) 7.30-7.38 (1H, m) 6.95 (1H, d, J=5.47 Hz) 6.42 (1H, d, J=1.76 Hz) 2.50 (3H, s) The reactants are CC(C)(C)OC(=O)C1CCC(CCl)S1, CN(C)C=O, N#C[Na], O=C(O)CC(O)(CC(=O)O)C(=O)O. Yields the product CC(C)(C)OC(=O)C1CCC(CC#N)S1. RXN SMILES: [C:1]([CH3:2])([CH3:3])([CH3:4])[O:5][C:6](=[O:7])[CH:8]1[CH2:9][CH2:10][CH:11]([CH2:13][Cl:14])[S:12]1.[CH3:31][N:32]([CH3:33])[CH:34]=[O:35].[Na:15][C:16]#[N:17].[OH:18][C:19]([CH2:20][C:21]([C:22](=[O:23])[OH:24])([CH2:25][C:26](=[O:27])[OH:28])[OH:29])=[O:30]>>[C:1]([CH3:2])([CH3:3])([CH3:4])[O:5][C:6](=[O:7])[CH:8]1[CH2:9][CH2:10][CH:11]([CH2:13][C:16]#[N:17])[S:12]1.